This data is from the Open Reaction Database (ORD), a public repository of structured organic reaction records. The task is: describe an organic reaction: reactants, conditions, products, and yield Reactants: CN, Cn1c2cc(OCCCI)ccc2c2c3c(c(-c4ccccc4Cl)cc21)C(=O)NC3=O, C1CCOC1. Yields the product CNCCCOc1ccc2c3c4c(c(-c5ccccc5Cl)cc3n(C)c2c1)C(=O)NC4=O. Reaction SMILES: [CH3:32][NH2:33].[Cl:1][c:2]1[c:3](-[c:8]2[cH:9][c:10]3[n:11]([CH3:31])[c:12]4[cH:13][c:14]([O:26][CH2:27][CH2:28][CH2:29][I:30])[cH:15][cH:16][c:17]4[c:18]3[c:19]3[c:20]2[C:21](=[O:25])[NH:22][C:23]3=[O:24])[cH:4][cH:5][cH:6][cH:7]1.[O:34]1[CH2:35][CH2:36][CH2:37][CH2:38]1>>[Cl:1][c:2]1[c:3](-[c:8]2[cH:9][c:10]3[n:11]([CH3:31])[c:12]4[cH:13][c:14]([O:26][CH2:27][CH2:28][CH2:29][NH:33][CH3:32])[cH:15][cH:16][c:17]4[c:18]3[c:19]3[c:20]2[C:21](=[O:25])[NH:22][C:23]3=[O:24])[cH:4][cH:5][cH:6][cH:7]1. Starting materials: CC(=O)O (AcOH), [H-].[Na+] (NaH), oil, FCC(CO)(C)NC(OCC1=CC=CC=C1)=O (benzyl 1-fluoro-3-hydroxy-2-methylpropan-2-ylcarbamate). Run in C1CCOC1 (THF). The product is FCC1(NC(OC1)=O)C (4-(fluoromethyl)-4-methyloxazolidin-2-one). Yield: 82.0%. As a reaction SMILES: [F:1][CH2:2][C:3]([NH:7][C:8](=[O:17])[O:9][CH2:10]C1C=CC=CC=1)([CH3:6])CO.[H-].[Na+].CC(O)=O>C1COCC1>[F:1][CH2:2][C:3]1([CH3:6])[CH2:10][O:9][C:8](=[O:17])[NH:7]1 |f:1.2|. Procedure details: A solution of benzyl 1-fluoro-3-hydroxy-2-methylpropan-2-ylcarbamate (562 mg, 2.3 mmol) in THF (29 ml) was cooled to 0° C. and 60% NaH in mineral oil (117 mg, 2.9 mmol) was added. The reaction was warmed to RT over 3 h, and then heated to 50° C. for 16 h. AcOH (200 ul) was added to quench the reaction, and the solution was concentrated in vacuo. The residue was purified by flash chromatography (1% to 12% MeOH in DCM) to afford the title compound as a clear oil (251 mg, 82%). 1H NMR (CDCl3, 400 M... The reactants are BrBr, CCCN(CCC)C1Cc2cccc(OC)c2C1, CCO, ClCCl, Cl. Product: CCCN(CCC)C1Cc2c(Br)ccc(OC)c2C1. RXN SMILES: [Br:20][Br:21].[CH3:1][O:2][c:3]1[c:4]2[c:8]([cH:9][cH:10][cH:11]1)[CH2:7][CH:6]([N:12]([CH2:13][CH2:14][CH3:15])[CH2:16][CH2:17][CH3:18])[CH2:5]2.[CH3:22][CH2:23][OH:24].[Cl:25][CH2:26][Cl:27].[ClH:19]>>[CH3:1][O:2][c:3]1[c:4]2[c:8]([c:9]([Br:20])[cH:10][cH:11]1)[CH2:7][CH:6]([N:12]([CH2:13][CH2:14][CH3:15])[CH2:16][CH2:17][CH3:18])[CH2:5]2. The reactants are COC(C1=C(N=C(C=C1)CNC=O)Cl)=O (2-chloro-6-formylaminomethyl-nicotinic acid methyl ester), P(=O)([O-])([O-])[O-].[K+].[K+].[K+] (potassium phosphate), FC1=C(C=CC(=C1)SC)N (2-fluoro-4-methylsulfanyl-phenylamine), C1(CCCCC1)P(C1=C(C=CC=C1)C1=C(C=CC=C1OC(C)C)OC(C)C)C1CCCCC1 (dicyclohexyl-(2′,6′-diisopropoxy-biphenyl-2-yl)-phosphane). The reagents and catalysts are C=1C=CC(=CC1)/C=C/C(=O)/C=C/C2=CC=CC=C2.C=1C=CC(=CC1)/C=C/C(=O)/C=C/C2=CC=CC=C2.C=1C=CC(=CC1)/C=C/C(=O)/C=C/C2=CC=CC=C2.[Pd].[Pd] (tris(dibenzylideneacetone)dipalladium). Solvent: C1(=CC=CC=C1)C (toluene). Conditions: temperature 100 celsius, time 25 hour. Product: COC(C1=C(N=C(C=C1)CNC=O)NC1=C(C=C(C=C1)SC)F)=O (2-(2-Fluoro-4-methylsulfanyl-phenylamino)-6-formylaminomethyl-nicotinic acid methyl ester). Yield: 22.8%. Reaction SMILES: [CH3:1][O:2][C:3](=[O:15])[C:4]1[CH:9]=[CH:8][C:7]([CH2:10][NH:11][CH:12]=[O:13])=[N:6][C:5]=1Cl.P([O-])([O-])([O-])=O.[K+].[K+].[K+].[F:24][C:25]1[CH:30]=[C:29]([S:31][CH3:32])[CH:28]=[CH:27][C:26]=1[NH2:33].C1(P(C2CCCCC2)C2C=CC=CC=2C2C(OC(C)C)=CC=CC=2OC(C)C)CCCCC1>C1(C)C=CC=CC=1.C1C=CC(/C=C/C(/C=C/C2C=CC=CC=2)=O)=CC=1.C1C=CC(/C=C/C(/C=C/C2C=CC=CC=2)=O)=CC=1.C1C=CC(/C=C/C(/C=C/C2C=CC=CC=2)=O)=CC=1.[Pd].[Pd]>[CH3:1][O:2][C:3](=[O:15])[C:4]1[CH:9]=[CH:8][C:7]([CH2:10][NH:11][CH:12]=[O:13])=[N:6][C:5]=1[NH:33][C:26]1[CH:27]=[CH:28][C:29]([S:31][CH3:32])=[CH:30][C:25]=1[F:24] |f:1.2.3.4,8.9.10.11.12|. Procedure details: To a solution of 2-chloro-6-formylaminomethyl-nicotinic acid methyl ester (123 mg, 0.54 mmol) in toluene (1.6 mL) was added potassium phosphate (119 mg, 0.76 mmol), 2-fluoro-4-methylsulfanyl-phenylamine (102 mg, 0.65 mmol), tris(dibenzylideneacetone)dipalladium (12.8 mg, 0.014 mmol) and dicyclohexyl-(2′,6′-diisopropoxy-biphenyl-2-yl)-phosphane (25 mg, 0.054 mmol). The reaction mixture was degassed with argon then heated at 100° C. After 25 hours, the reaction mixture was cooled, diluted with eth... Reactants: C1N(CC2C1CNC2)C2=NC1=CC=CC=C1N=C2 (2-(Hexahydro-pyrrolo[3,4-c]pyrrol-2-yl)-quinoxaline), CC1=C(C2=CC=CC=C2C=C1)C(=O)O (2-methyl-naphthalene-1-carboxylic acid). Product: CC1=C(C2=CC=CC=C2C=C1)C(=O)N1CC2C(C1)CN(C2)C2=NC1=CC=CC=C1N=C2 (2-{5-[(2-Methylnaphthalen-1-yl)carbonyl]hexahydropyrrolo[3,4-c]pyrrol-2(1H)-yl}quinoxaline). As a reaction SMILES: [CH2:1]1[CH:5]2[CH2:6][NH:7][CH2:8][CH:4]2[CH2:3][N:2]1[C:9]1[CH:18]=[N:17][C:16]2[C:11](=[CH:12][CH:13]=[CH:14][CH:15]=2)[N:10]=1.[CH3:19][C:20]1[CH:29]=[CH:28][C:27]2[C:22](=[CH:23][CH:24]=[CH:25][CH:26]=2)[C:21]=1[C:30](O)=[O:31]>>[CH3:19][C:20]1[CH:29]=[CH:28][C:27]2[C:22](=[CH:23][CH:24]=[CH:25][CH:26]=2)[C:21]=1[C:30]([N:7]1[CH2:6][CH:5]2[CH2:1][N:2]([C:9]3[CH:18]=[N:17][C:16]4[C:11](=[CH:12][CH:13]=[CH:14][CH:15]=4)[N:10]=3)[CH2:3][CH:4]2[CH2:8]1)=[O:31]. Procedure: The title compound was prepared in a manner analogous to Example 15 utilizing Intermediate 35 and 2-methyl-naphthalene-1-carboxylic acid. MS (ESI) mass calcd. for C25H22N4OS, 426.54; m/z found, 427.2 [M+H]+. Reactants: [H][H] (hydrogen), N(=[N+]=[N-])[C@@H](C(=O)O)C1C2=C(CCC3=C1C=CC=C3)C=CC=C2 ((R)-α-azido-10,11-dihydro-5H-dibenzo[a,d]cycloheptene-5-acetic acid), Cl (hydrochloric acid). The reagents and catalysts are [Pd] (palladium on carbon). Solvent: O1CCCC1 (tetrahydrofuran), O (water). The product is Cl.N[C@@H](C(=O)O)C1C2=C(CCC3=C1C=CC=C3)C=CC=C2 ((R)-α-Amino-10,11-dihydro-5H-dibenzo[a,d]cycloheptene-5-acetic acid, hydrochloride). RXN SMILES: [N:1]([C@H:4]([CH:8]1[C:14]2[CH:15]=[CH:16][CH:17]=[CH:18][C:13]=2[CH2:12][CH2:11][C:10]2[CH:19]=[CH:20][CH:21]=[CH:22][C:9]1=2)[C:5]([OH:7])=[O:6])=[N+]=[N-].[ClH:23].[H][H]>O1CCCC1.O.[Pd]>[ClH:23].[NH2:1][C@H:4]([CH:8]1[C:14]2[CH:15]=[CH:16][CH:17]=[CH:18][C:13]=2[CH2:12][CH2:11][C:10]2[CH:19]=[CH:20][CH:21]=[CH:22][C:9]1=2)[C:5]([OH:7])=[O:6] |f:6.7|. Procedure details: To a solution of (R)-α-azido-10,11-dihydro-5H-dibenzo[a,d]cycloheptene-5-acetic acid (3.5 g, 1.9 mmol) in tetrahydrofuran (75 mL), water (10 mL), and concentrated hydrochloric acid (1 mL) is added palladium on carbon (0.5 g, 20%). The mixture is shaken under 52 pounds per square inch (psi) of hydrogen at 25° C. for 6 hours. Solid is filtered. The filtrate is concentrated in vacuo to give a light green solid, which is recrystallized in 3N hydrochloric acid (with activated charcoal) to give the ti...